From a dataset of the Open Reaction Database (ORD), a public repository of structured organic reaction records. describe an organic reaction: reactants, conditions, products, and yield The reactants are O(S(=O)(=O)C(F)(F)F)[Si](C)(C)C (trimethylsilyl triflate), C1(=CC=CC=C1)S(=O)C1=CC=CC=C1 (phenyl sulfoxide), O1CCCC1 (tetrahydrofuran), C1(=CC=CC=C1)[Mg]Br (phenyl magnesium bromide). Run in CCOCC (ether), ClCCl (dichloromethane), OS(=O)(=O)C(F)(F)F (triflic acid). Conditions: temperature -78 celsius, time 10 minute. Yields the product [O-]S(=O)(=O)C(F)(F)F.C1(=CC=CC=C1)[S+](C1=CC=CC=C1)C1=CC=CC=C1 (triphenyl sulfonium triflate). The yield is 50.0%. Reaction SMILES: [C:1]1([S:7]([C:9]2[CH:14]=[CH:13][CH:12]=[CH:11][CH:10]=2)=O)[CH:6]=[CH:5][CH:4]=[CH:3][CH:2]=1.[O:15]([Si](C)(C)C)[S:16]([C:19]([F:22])([F:21])[F:20])(=[O:18])=[O:17].O1CCCC1.[C:32]1([Mg]Br)[CH:37]=[CH:36][CH:35]=[CH:34][CH:33]=1>ClCCl.OS(C(F)(F)F)(=O)=O.CCOCC>[O-:18][S:16]([C:19]([F:22])([F:21])[F:20])(=[O:17])=[O:15].[C:1]1([S+:7]([C:32]2[CH:37]=[CH:36][CH:35]=[CH:34][CH:33]=2)[C:9]2[CH:14]=[CH:13][CH:12]=[CH:11][CH:10]=2)[CH:6]=[CH:5][CH:4]=[CH:3][CH:2]=1 |f:7.8|. Procedure: 2.0 g of phenyl sulfoxide dissolved in 20 mL dichloromethane was cooled to -78° C. and then, 2.3 mL trimethylsilyl triflate was slowly added to the mixture for more than 5 minutes. The reacting mixture was stirred at the same temperature for 10 minutes and with the gradual increase of reaction temperature, stirred at 0° C. for 30 minutes. The solution was again cooled to -78° C. and 10 mL tetrahydrofuran solution of 2.0 M phenyl magnesium bromide was slowly added to the reacting solution. The re... Reactants: COC(=O)c1ccc(CBr)cc1, Oc1c(Br)cccc1Cc1ccccc1, [K+], [K+], O=C([O-])[O-], CN(C)C=O. Product: COC(=O)c1ccc(COc2c(Br)cccc2Cc2ccccc2)cc1. RXN SMILES: [Br:22][CH2:23][c:24]1[cH:25][cH:26][c:27]([C:28](=[O:29])[O:30][CH3:31])[cH:32][cH:33]1.[CH2:1]([c:2]1[cH:3][cH:4][cH:5][cH:6][cH:7]1)[c:8]1[c:9]([OH:15])[c:10]([Br:14])[cH:11][cH:12][cH:13]1.[K+:16].[K+:17].[O-:18][C:19]([O-:20])=[O:21].[O:34]=[CH:35][N:36]([CH3:37])[CH3:38]>>[CH2:1]([c:2]1[cH:3][cH:4][cH:5][cH:6][cH:7]1)[c:8]1[c:9]([O:15][CH2:23][c:24]2[cH:25][cH:26][c:27]([C:28](=[O:29])[O:30][CH3:31])[cH:32][cH:33]2)[c:10]([Br:14])[cH:11][cH:12][cH:13]1.